This data is from the Open Reaction Database (ORD), a public repository of structured organic reaction records. The task is: describe an organic reaction: reactants, conditions, products, and yield Starting materials: P(=O)(O)([O-])[O-].[Na+].[Na+] (disodium hydrogen phosphate), ester, [Br-].C1(=CC=CC=C1)CC(=O)N[C@H]1[C@@H]2N(C(=C(CS2)C[P+](C2=CC=CC=C2)(C2=CC=CC=C2)C2=CC=CC=C2)C(=O)OCC(Cl)(Cl)Cl)C1=O ([7β-Phenylacetamido-4-(2,2,2-trichloroethoxycarbonyl)ceph-3-em-3-ylmethyl]-triphenylphosphonium bromide), C=O (formaldehyde). The solvent is O (water), CN(C=O)C (N,N-dimethylformamide). Product: C1(=CC=CC=C1)CC(=O)N[C@H]1[C@@H]2N(C(=C(CS2)C=C)C(=O)OCC(Cl)(Cl)Cl)C1=O (2,2,2-Trichloroethyl 7β-phenylacetamido-3-vinylceph-3-em-4-carboxylate). RXN SMILES: [Br-].[C:2]1([CH2:8][C:9]([NH:11][C@@H:12]2[C:47](=[O:48])[N:14]3[C:15]([C:39]([O:41][CH2:42][C:43]([Cl:46])([Cl:45])[Cl:44])=[O:40])=[C:16]([CH2:19][P+](C4C=CC=CC=4)(C4C=CC=CC=4)C4C=CC=CC=4)[CH2:17][S:18][C@H:13]23)=[O:10])[CH:7]=[CH:6][CH:5]=[CH:4][CH:3]=1.[CH2:49]=O.P([O-])([O-])(O)=O.[Na+].[Na+]>CN(C)C=O.O>[C:2]1([CH2:8][C:9]([NH:11][C@@H:12]2[C:47](=[O:48])[N:14]3[C:15]([C:39]([O:41][CH2:42][C:43]([Cl:44])([Cl:46])[Cl:45])=[O:40])=[C:16]([CH:19]=[CH2:49])[CH2:17][S:18][C@H:13]23)=[O:10])[CH:7]=[CH:6][CH:5]=[CH:4][CH:3]=1 |f:0.1,3.4.5|. Procedure details: [7β-Phenylacetamido-4-(2,2,2-trichloroethoxycarbonyl)ceph-3-em-3-ylmethyl]-triphenylphosphonium bromide (403 mg, 0.5 mmole) was dissolved in N,N-dimethylformamide (10 ml.) and 40% -formaldehyde solution (3 ml.) was added. The solution was stirred vigorously while a solution of disodium hydrogen phosphate (400 mg.) in water (5 ml.) was added dropwise. A white crystalline solid, subsequently identified as the title ester, separated before the addition was complete. The reaction mixture was diluted...